From a dataset of the Open Reaction Database (ORD), a public repository of structured organic reaction records. describe an organic reaction: reactants, conditions, products, and yield Starting materials: COC(C1=CC=C(C=C1)OCCCBr)=O (4-(3-bromo-propoxy)-benzoic acid methyl ester), [Na+].CS(=O)[O-] (methanesulfinic acid sodium salt). Run in CN(C)C=O (DMF). The product is COC(C1=CC=C(C=C1)OCCCS(=O)(=O)C)=O (4-(3-Methanesulfonyl-propoxy)-benzoic acid methyl ester). As a reaction SMILES: [CH3:1][O:2][C:3](=[O:15])[C:4]1[CH:9]=[CH:8][C:7]([O:10][CH2:11][CH2:12][CH2:13]Br)=[CH:6][CH:5]=1.[Na+].[CH3:17][S:18]([O-:20])=[O:19]>CN(C=O)C>[CH3:1][O:2][C:3](=[O:15])[C:4]1[CH:9]=[CH:8][C:7]([O:10][CH2:11][CH2:12][CH2:13][S:18]([CH3:17])(=[O:20])=[O:19])=[CH:6][CH:5]=1 |f:1.2|. Procedure details: The title compound is prepared in a manner substantially analogous to Procedure C starting from 4-(3-bromo-propoxy)-benzoic acid methyl ester and methanesulfinic acid sodium salt using DMF as solvent. MS (ES+) 273.1. The reactants are [Cl-].C1(CCC1)C[NH2+]CCCl (N-cyclobutylmethyl-N-(2-chloroethyl)ammonium chloride), CC1=C(C=CC=C1C)N=C=S (2,3-dimethylphenyl isothiocyanate). Product: CC1=C(C=CC=C1C)N=C1SCCN1CC1CCC1 (2-(2,3-dimethylphenylimino)-3-(cyclobutylmethyl)-1,3-thiazolidine). RXN SMILES: [Cl-].[CH:2]1([CH2:6][NH2+:7][CH2:8][CH2:9]Cl)[CH2:5][CH2:4][CH2:3]1.[CH3:11][C:12]1[C:17]([CH3:18])=[CH:16][CH:15]=[CH:14][C:13]=1[N:19]=[C:20]=[S:21]>>[CH3:11][C:12]1[C:17]([CH3:18])=[CH:16][CH:15]=[CH:14][C:13]=1[N:19]=[C:20]1[N:7]([CH2:6][CH:2]2[CH2:5][CH2:4][CH2:3]2)[CH2:8][CH2:9][S:21]1 |f:0.1|. Procedure details: 2-Hydroxyethylamine was reacted with cyclobutylmethyl bromide according to Method B2a to give N-cyclobutylmethyl-N-(2-hydroxyethyl)amine. The alcohol was reacted with SOCl2 according to Method B7c to give N-cyclobutylmethyl-N-(2-chloroethyl)ammonium chloride. The chloroethylamine was reacted with 2,3-dimethylphenyl isothiocyanate to give 2-(2,3-dimethylphenylimino)-3-(cyclobutylmethyl)-1,3-thiazolidine. Reactants: CCO, Cl, Cl, NO, O=C1c2cc(S(=O)(=O)Nc3cccc(O)c3)ccc2-c2ccc(S(=O)(=O)Nc3cccc(O)c3)cc21. The product is O=S(=O)(Nc1cccc(O)c1)c1ccc2c(c1)C(=NO)c1cc(S(=O)(=O)Nc3cccc(O)c3)ccc1-2. RXN SMILES: [CH3:41][CH2:42][OH:43].[ClH:37].[ClH:40].[NH2:38][OH:39].[OH:1][c:2]1[cH:3][c:4]([NH:8][S:9](=[O:10])(=[O:11])[c:12]2[cH:13][c:14]3[c:22]([cH:23][cH:24]2)-[c:21]2[c:16]([cH:17][c:18]([S:25](=[O:26])(=[O:27])[NH:28][c:29]4[cH:30][c:31]([OH:35])[cH:32][cH:33][cH:34]4)[cH:19][cH:20]2)[C:15]3=[O:36])[cH:5][cH:6][cH:7]1>>[OH:1][c:2]1[cH:3][c:4]([NH:8][S:9](=[O:10])(=[O:11])[c:12]2[cH:13][c:14]3[c:22]([cH:23][cH:24]2)-[c:21]2[c:16]([cH:17][c:18]([S:25](=[O:26])(=[O:27])[NH:28][c:29]4[cH:30][c:31]([OH:35])[cH:32][cH:33][cH:34]4)[cH:19][cH:20]2)[C:15]3=[N:38][OH:39])[cH:5][cH:6][cH:7]1. The reactants are CCN=C=NCCCN(C)C.Cl (WSC.HCl), C(C)C(CCC(=O)O)CC (4-Ethylhexanoic acid), N1CCCCC1 (piperidine), C=1C=CC2=C(C1)N=NN2O (HOBt), Cl (hydrochloric acid). Solvent: O (H2O), CN(C)C=O (DMF), C(C)(=O)OCC (ethyl acetate). Run at time 8 hour. The product is C(C)C(CCC(=O)N1CCCCC1)CC (4-Ethyl-1-piperidin-1-ylhexan-1-one). Reaction SMILES: [CH2:1]([CH:3]([CH2:9][CH3:10])[CH2:4][CH2:5][C:6]([OH:8])=O)[CH3:2].[NH:11]1[CH2:16][CH2:15][CH2:14][CH2:13][CH2:12]1.C1C=CC2N(O)N=NC=2C=1.CCN=C=NCCCN(C)C.Cl.Cl>CN(C=O)C.C(OCC)(=O)C.O>[CH2:9]([CH:3]([CH2:1][CH3:2])[CH2:4][CH2:5][C:6]([N:11]1[CH2:16][CH2:15][CH2:14][CH2:13][CH2:12]1)=[O:8])[CH3:10] |f:3.4|. Procedure: 4-Ethylhexanoic acid (47.0 g) was dissolved in DMF (190 mL). To the solution were added piperidine (34.0 mL), HOBt.H2O (52.7 g) and WSC.HCl (66.1 g). The mixture was stirred at RT overnight. To the reaction mixture were added ethyl acetate (300 mL) and 1 N hydrochloric acid (100 mL) at ice temperature. The aqueous layer was removed and the organic layer was washed with saturated aqueous sodium bicarbonate (150 mL×2) and brine (100 mL×2), then dried over sodium sulfate. The sodium sulfate was fil... Starting materials: BrC1=CC=C(C=C1)CCC(C(=O)OCC)(C(=O)OCC)C (diethyl 2-[2-(4-bromophenyl)ethyl]-2-methylmalonate), [OH-].[K+] (potassium hydroxide). Solvent: C(C)O (ethanol). Conditions: temperature 60 celsius, time 5 hour. The product is BrC1=CC=C(C=C1)CCC(C(=O)O)(C)C(=O)OCC (4-(4-bromophenyl)-2-ethoxycarbonyl-2-methylbutyric acid). Yield: 100.2%. RXN SMILES: [Br:1][C:2]1[CH:7]=[CH:6][C:5]([CH2:8][CH2:9][C:10]([CH3:21])([C:16]([O:18]CC)=[O:17])[C:11]([O:13][CH2:14][CH3:15])=[O:12])=[CH:4][CH:3]=1.[OH-].[K+]>C(O)C>[Br:1][C:2]1[CH:7]=[CH:6][C:5]([CH2:8][CH2:9][C:10]([C:11]([O:13][CH2:14][CH3:15])=[O:12])([CH3:21])[C:16]([OH:18])=[O:17])=[CH:4][CH:3]=1 |f:1.2|. Procedure details: To a solution of diethyl 2-[2-(4-bromophenyl)ethyl]-2-methylmalonate (55.0 g) of Reference Example 24 in ethanol (300 mL) was added potassium hydroxide (85%, 12.2 g), and the mixture was stirred at 60° C. for 5 hr. The solvent was evaporated under reduced pressure, water was added, and the aqueous layer was washed with ether. The aqueous layer was acidified with hydrochloric acid, and the mixture was extracted with ethyl acetate. The organic layer was washed with saturated brine, and dried over ... Product: C=CCn1c(COCc2ccccc2)nc(C(C)C)c1Sc1cccc(Cl)c1. RXN SMILES: [Br-:37].[CH2:1]([c:2]1[cH:3][cH:4][cH:5][cH:6][cH:7]1)[O:8][CH2:9][c:10]1[nH:11][c:12]([S:18][c:19]2[cH:20][c:21]([Cl:25])[cH:22][cH:23][cH:24]2)[c:13]([CH:15]([CH3:16])[CH3:17])[n:14]1.[CH2:26]([CH:27]=[CH2:28])[Br:29].[CH2:38]([N+:39]([CH2:40][CH2:41][CH2:42][CH3:43])([CH2:44][CH2:45][CH2:46][CH3:47])[CH2:48][CH2:49][CH2:50][CH3:51])[CH2:52][CH2:53][CH3:54].[Na+:31].[O:32]1[CH2:33][CH2:34][CH2:35][CH2:36]1.[OH-:30]>>[CH2:1]([c:2]1[cH:3][cH:4][cH:5][cH:6][cH:7]1)[O:8][CH2:9][c:10]1[n:11]([CH2:28][CH:27]=[CH2:26])[c:12]([S:18][c:19]2[cH:20][c:21]([Cl:25])[cH:22][cH:23][cH:24]2)[c:13]([CH:15]([CH3:16])[CH3:17])[n:14]1. The reactants are [Br-], CC(C)c1nc(COCc2ccccc2)[nH]c1Sc1cccc(Cl)c1, C=CCBr, CCCC[N+](CCCC)(CCCC)CCCC, [Na+], C1CCOC1, [OH-]. Reactants: [BH4-], CC(C)(C)OC(=O)CCc1ccc(OCCc2coc(-c3ccccc3)n2)cc1C=O, CCO, [Na+]. Product: CC(C)(C)OC(=O)CCc1ccc(OCCc2coc(-c3ccccc3)n2)cc1CO. Reaction SMILES: [BH4-:32].[C:1]([CH3:2])([CH3:3])([CH3:4])[O:5][C:6]([CH2:7][CH2:8][c:9]1[c:10]([CH:29]=[O:30])[cH:11][c:12]([O:15][CH2:16][CH2:17][c:18]2[n:19][c:20](-[c:23]3[cH:24][cH:25][cH:26][cH:27][cH:28]3)[o:21][cH:22]2)[cH:13][cH:14]1)=[O:31].[CH3:34][CH2:35][OH:36].[Na+:33]>>[C:1]([CH3:2])([CH3:3])([CH3:4])[O:5][C:6]([CH2:7][CH2:8][c:9]1[c:10]([CH2:29][OH:30])[cH:11][c:12]([O:15][CH2:16][CH2:17][c:18]2[n:19][c:20](-[c:23]3[cH:24][cH:25][cH:26][cH:27][cH:28]3)[o:21][cH:22]2)[cH:13][cH:14]1)=[O:31].